Dataset: the Open Reaction Database (ORD), a public repository of structured organic reaction records. Task: describe an organic reaction: reactants, conditions, products, and yield Isolated yield 78.0%. Starting materials: C(C1=CC=CC=C1)N1CCC2(C(N(C(O2)=O)CCCCCCCCCC)=C)CC1 (8-benzyl-3-decyl-4-methylene-2-oxo-1-oxa-3,8-diazaspiro[4,5]decane), C(=O)O (formic acid). RXN SMILES: C([N:8]1[CH2:29][CH2:28][C:11]2([O:15][C:14](=[O:16])[N:13]([CH2:17][CH2:18][CH2:19][CH2:20][CH2:21][CH2:22][CH2:23][CH2:24][CH2:25][CH3:26])[C:12]2=[CH2:27])[CH2:10][CH2:9]1)C1C=CC=CC=1.C(O)=[O:31]>[Pd]>[CH2:17]([N:13]1[C:12]([OH:31])([CH3:27])[C:11]2([CH2:28][CH2:29][NH:8][CH2:9][CH2:10]2)[O:15][C:14]1=[O:16])[CH2:18][CH2:19][CH2:20][CH2:21][CH2:22][CH2:23][CH2:24][CH2:25][CH3:26]. Reagents/catalysts: [Pd] (palladium-on-carbon). Procedure details: 4.0 g of 8-benzyl-3-decyl-4-methylene-2-oxo-1-oxa-3,8-diazaspiro[4,5]decane are stirred together with 4.0 g of 10% by weight palladium-on-carbon catalyst in 40 ml of 50% aqueous formic acid for 2 hours at room temperature. After filtering off the catalyst the solution is evaporated under reduced pressure, the residue is treated with aqueous sodium hydrogen carbonate solution and the solid product is filtered off. After recrystallizing this product from a mixture of chloroform with n-hexane the t... Product: C(CCCCCCCCC)N1C(OC2(C1(C)O)CCNCC2)=O (3-decyl-4-hydroxy-4-methyl-2-oxo-1-oxa-3,8-diazaspiro[4,5]decane). Starting materials: Brc1ccsc1Br, CC(C)NC(C)C, C#CCCCCC, I[Cu]I, C1CCOC1, c1ccc(P(c2ccccc2)c2ccccc2)cc1. Yields the product CCCCCC#Cc1sccc1Br. Reaction SMILES: [Br:1][c:2]1[s:3][cH:4][cH:5][c:6]1[Br:7].[CH:15]([NH:16][CH:17]([CH3:18])[CH3:19])([CH3:20])[CH3:21].[CH:8]#[C:9][CH2:10][CH2:11][CH2:12][CH2:13][CH3:14].[Cu:46]([I:47])[I:48].[O:22]1[CH2:23][CH2:24][CH2:25][CH2:26]1.[c:27]1([P:28]([c:29]2[cH:30][cH:31][cH:32][cH:33][cH:34]2)[c:35]2[cH:36][cH:37][cH:38][cH:39][cH:40]2)[cH:41][cH:42][cH:43][cH:44][cH:45]1>>[c:2]1([C:8]#[C:9][CH2:10][CH2:11][CH2:12][CH2:13][CH3:14])[s:3][cH:4][cH:5][c:6]1[Br:7]. Starting materials: Cl, O=C(O)C=Cc1cnc2c(c1)CCC(=O)N2, CNCc1cccc2c1OCCCO2. Yields the product CN(Cc1cccc2c1OCCCO2)C(=O)C=Cc1cnc2c(c1)CCC(=O)N2. RXN SMILES: [ClH:15].[O:16]=[C:17]1[CH2:18][CH2:19][c:20]2[cH:21][c:22]([CH:27]=[CH:28][C:29](=[O:30])[OH:31])[cH:23][n:24][c:25]2[NH:26]1.[O:1]1[c:2]2[c:3]([c:8]([CH2:12][NH:13][CH3:14])[cH:9][cH:10][cH:11]2)[O:4][CH2:5][CH2:6][CH2:7]1>>[O:1]1[c:2]2[c:3]([c:8]([CH2:12][N:13]([CH3:14])[C:29]([CH:28]=[CH:27][c:22]3[cH:21][c:20]4[c:25]([n:24][cH:23]3)[NH:26][C:17](=[O:16])[CH2:18][CH2:19]4)=[O:31])[cH:9][cH:10][cH:11]2)[O:4][CH2:5][CH2:6][CH2:7]1. The reactants are C(CCCCCCC)[Sn](OC(C)=O)(OC(C)=O)CCCCCCCC (di-n-octyl-diacetoxy tin), [OH-].[K+] (potassium hydroxide), C(CCCCCCC)[Sn](OC(C)=O)(OC(C)=O)CCCCCCCC (di-n-octyl-diacetoxy tin). Solvent: CC(CCO)C (3-methyl-1-butanol). The product is C(CCCCCCC)[Sn](CCCCCCCC)=O (dioctyl tin oxide). Reaction SMILES: [CH2:1]([Sn:9]([CH2:18][CH2:19][CH2:20][CH2:21][CH2:22][CH2:23][CH2:24][CH3:25])(OC(=O)C)[O:10]C(=O)C)[CH2:2][CH2:3][CH2:4][CH2:5][CH2:6][CH2:7][CH3:8].[OH-].[K+]>CC(C)CCO>[CH2:1]([Sn:9](=[O:10])[CH2:18][CH2:19][CH2:20][CH2:21][CH2:22][CH2:23][CH2:24][CH3:25])[CH2:2][CH2:3][CH2:4][CH2:5][CH2:6][CH2:7][CH3:8] |f:1.2|. Reported procedure: Although 1,1,3,3-tetra-n-octyl-1,3-bis(3-methylbutyloxy)distannoxane was obtained by reacting di-n-octyl-diacetoxy tin and aqueous alkaline solution (aqueous potassium hydroxide solution) instead of directly reacting the di-n-octyl-diacetoxy tin obtained in step (I-2) with 3-methyl-1-butanol in step (I-3) to obtain dioctyl tin oxide, followed by reacting the dioctyl tin oxide with 3-methyl-1-butanol, since the dioctyl tin oxide was a solid thereby requiring the procedure of recovering the solid ... Reactants: C[Sn](C)(C)c1cnc2c(c1)CC1(CN3CCC1CC3)O2, Cc1cc(Br)cs1. RXN SMILES: [CH3:1][Sn:2]([c:3]1[cH:4][c:5]2[c:6]([n:7][cH:8]1)[O:9][C:10]1([CH2:11][N:12]3[CH2:13][CH2:14][CH:15]1[CH2:16][CH2:17]3)[CH2:18]2)([CH3:19])[CH3:20].[CH3:21][c:22]1[s:23][cH:24][c:25]([Br:27])[cH:26]1>>[c:3]1(-[c:25]2[cH:24][s:23][c:22]([CH3:21])[cH:26]2)[cH:4][c:5]2[c:6]([n:7][cH:8]1)[O:9][C:10]1([CH2:11][N:12]3[CH2:13][CH2:14][CH:15]1[CH2:16][CH2:17]3)[CH2:18]2. Yields the product Cc1cc(-c2cnc3c(c2)CC2(CN4CCC2CC4)O3)cs1. RXN SMILES: [BH3:14].[Cl:1][c:2]1[cH:3][c:4]([O:5][CH2:6][C:7](=[O:8])[OH:9])[cH:10][cH:11][c:12]1[Cl:13].[O:15]1[CH2:16][CH2:17][CH2:18][CH2:19]1>>[Cl:1][c:2]1[cH:3][c:4]([O:5][CH2:6][CH2:7][OH:8])[cH:10][cH:11][c:12]1[Cl:13]. The product is OCCOc1ccc(Cl)c(Cl)c1. The reactants are B, O=C(O)COc1ccc(Cl)c(Cl)c1, C1CCOC1. The reactants are CO, CCO, Cl, O, Oc1ccc(O)cc1, CCCC[Si](C)(C)CCCOS(=O)(=O)c1ccc(C)cc1. Product: CCCC[Si](C)(C)CCCOc1ccc(O)cc1. As a reaction SMILES: [CH3:30][OH:31].[CH3:34][CH2:35][OH:36].[ClH:32].[OH2:33].[OH:22][c:23]1[cH:24][cH:25][c:26]([OH:27])[cH:28][cH:29]1.[c:1]1([CH3:2])[cH:3][cH:4][c:5]([S:6]([O:7][CH2:11][CH2:12][CH2:13][Si:14]([CH3:15])([CH3:16])[CH2:17][CH2:18][CH2:19][CH3:20])(=[O:8])=[O:9])[cH:10][cH:21]1>>[CH2:11]([CH2:12][CH2:13][Si:14]([CH3:15])([CH3:16])[CH2:17][CH2:18][CH2:19][CH3:20])[O:22][c:23]1[cH:24][cH:25][c:26]([OH:27])[cH:28][cH:29]1. The reactants are C(C)OC(C(=O)C1=CC=CC=C1)OCC (2,2-diethoxy acetophenone), 1-(4-isopropylphenyl)-2-hudroxy-2-methyl propane-1-on, C(CCCCCCCCCCC)C1=CC=C(C=C1)C(C(C)(O)C)=O (1-(4-dodecylphenyl)-2-hydroxy-methyl propane-1-on). Yields the product C(C)(=O)C1=CC=CC=C1 (Acetophenone). As a reaction SMILES: C(O[CH:4](OCC)[C:5]([C:7]1[CH:12]=[CH:11][CH:10]=[CH:9][CH:8]=1)=[O:6])C.C(C1C=CC(C(=O)C(C)(O)C)=CC=1)CCCCCCCCCCC>>[C:5]([C:7]1[CH:12]=[CH:11][CH:10]=[CH:9][CH:8]=1)(=[O:6])[CH3:4]. Procedure details: 2,2-diethoxy acetophenone, 2-hydroxy-2-methyl-1-phenyl-on, 1-(4-isopropylphenyl)-2-hudroxy-2-methyl propane-1-on, 1-(4-dodecylphenyl)-2-hydroxy-methyl propane-1-on